From a dataset of the Open Reaction Database (ORD), a public repository of structured organic reaction records. describe an organic reaction: reactants, conditions, products, and yield Reactants: FC=1C=C(C=CC1C=1SC2=NC(=CC=C2N1)C1(CC1)C1=CC=CC=C1)CN1CC(C1)O (1-((3-fluoro-4-(5-(1-phenylcyclopropyl)thiazolo[5,4-b]pyridin-2-yl)phenyl)methyl)azetidin-3-ol), C(C)N(CC)S(F)(F)F ((diethylamino)sulfur trifluoride). The solvent is C(Cl)Cl (DCM). The product is FC1=C(C=CC(=C1)CN1CC(C1)F)C=1SC2=NC(=CC=C2N1)C1(CC1)C1=CC=CC=C1 (2-(2-fluoro-4-((3-fluoroazetidin-1-yl)methyl)-phenyl)-5-(1-phenylcyclopropyl)thiazolo[5,4-b]pyridine). RXN SMILES: [F:1][C:2]1[CH:3]=[C:4]([CH2:26][N:27]2[CH2:30][CH:29](O)[CH2:28]2)[CH:5]=[CH:6][C:7]=1[C:8]1[S:9][C:10]2[C:15]([N:16]=1)=[CH:14][CH:13]=[C:12]([C:17]1([C:20]3[CH:25]=[CH:24][CH:23]=[CH:22][CH:21]=3)[CH2:19][CH2:18]1)[N:11]=2.C(N(S(F)(F)[F:38])CC)C>C(Cl)Cl>[F:1][C:2]1[CH:3]=[C:4]([CH2:26][N:27]2[CH2:30][CH:29]([F:38])[CH2:28]2)[CH:5]=[CH:6][C:7]=1[C:8]1[S:9][C:10]2[C:15]([N:16]=1)=[CH:14][CH:13]=[C:12]([C:17]1([C:20]3[CH:25]=[CH:24][CH:23]=[CH:22][CH:21]=3)[CH2:19][CH2:18]1)[N:11]=2. Procedure: To a slurry of 1-((3-fluoro-4-(5-(1-phenylcyclopropyl)thiazolo[5,4-b]pyridin-2-yl)phenyl)methyl)azetidin-3-ol (0.100 g, 0.2 mmol) in 1 mL DCM under nitrogen at 0° C. was added (diethylamino)sulfur trifluoride (0.05 ml, 0.3 mmol). Upon consumption of starting material, the reaction was quenched with ice and 1 N NaOH. The reaction mixture was partitioned between water and DCM. The aqueous layer was extracted with DCM 3, and the combined cloudy organics were treated with a small amount of MeOH to g... Starting materials: [OH-].[Na+] (NaOH), C(CC)N(C1COC2=CC=CC(=C2C1)C(=O)OC)CCC (3-Dipropylamino-5-methyloxycarbonylchroman), O=S(Cl)Cl (SOCl2). Solvent: O (H2O), CO (methanol). Product: Cl.C(CC)N(C1COC2=CC=CC(=C2C1)C(=O)Cl)CCC (3-dipropylamino-5-chloroformylchroman-HCL). The yield is 80.0%. As a reaction SMILES: [CH2:1]([N:4]([CH2:19][CH2:20][CH3:21])[CH:5]1[CH2:14][C:13]2[C:8](=[CH:9][CH:10]=[CH:11][C:12]=2[C:15](OC)=[O:16])[O:7][CH2:6]1)[CH2:2][CH3:3].[OH-].[Na+].O=S(Cl)[Cl:26]>CO.O>[ClH:26].[CH2:1]([N:4]([CH2:19][CH2:20][CH3:21])[CH:5]1[CH2:14][C:13]2[C:8](=[CH:9][CH:10]=[CH:11][C:12]=2[C:15]([Cl:26])=[O:16])[O:7][CH2:6]1)[CH2:2][CH3:3] |f:1.2,6.7|. Procedure: 3-Dipropylamino-5-methyloxychroman (Example 2; 400 mg, 1.37 mmol) was dissolved in 10 ml methanol and NaOH (60 mg, 1.5 mmol) in 2 mL H2O was added. The mixture was refluxed for 5 hours, cooled, filtered through Celite and evaporated to dryness. The residue was refluxed in SOCl2 (5 mL, 68 mmol) for 30 minutes. The excess SOCl2 was then removed in vacuo to give 3-dipropylamino-5-chloroformylchroman-HCL as a gum. The pale brown gum was dissolved in CH2Cl2 (50 mL), and a stream of NH3 (g) was introd... Starting materials: COC1=C(C=C2C(C(N(C2=C1)C)=O)(C)C)C=O (6-Methoxy-1,3,3-trimethyl-2-oxo-2,3-dihydro-1H-indole-5-carbaldehyde), C1(=CC=CC=C1)[C@@H]1NCCC[C@@H]1N ((2S,3S)-2-Phenyl-piperidin-3-ylamine), CO (methanol), C(C)(=O)O[BH-](OC(C)=O)OC(C)=O.[Na+] (Sodiumtriacetoxyborohydride). Run in C1(=CC=CC=C1)C (toluene), O (water). Reaction conditions: time 8 hour. Product: COC1=C(C=C2C(C(N(C2=C1)C)=O)(C)C)CN[C@@H]1[C@@H](NCCC1)C1=CC=CC=C1 ((2S,3S)-6-Methoxy-1,3,3-trimethyl-5-[(2-phenyl-piperidin-3-ylamino)-methyl]-1,3-dihydro-indol-2-one). Isolated yield 80.7%. As a reaction SMILES: [CH3:1][O:2][C:3]1[CH:11]=[C:10]2[C:6]([C:7]([CH3:15])([CH3:14])[C:8](=[O:13])[N:9]2[CH3:12])=[CH:5][C:4]=1[CH:16]=O.[C:18]1([C@H:24]2[C@@H:29]([NH2:30])[CH2:28][CH2:27][CH2:26][NH:25]2)[CH:23]=[CH:22][CH:21]=[CH:20][CH:19]=1.CO.C(O[BH-](OC(=O)C)OC(=O)C)(=O)C.[Na+]>C1(C)C=CC=CC=1.O>[CH3:1][O:2][C:3]1[CH:11]=[C:10]2[C:6]([C:7]([CH3:14])([CH3:15])[C:8](=[O:13])[N:9]2[CH3:12])=[CH:5][C:4]=1[CH2:16][NH:30][C@H:29]1[CH2:28][CH2:27][CH2:26][NH:25][C@H:24]1[C:18]1[CH:23]=[CH:22][CH:21]=[CH:20][CH:19]=1 |f:3.4|. Procedure details: To 6-Methoxy-1,3,3-trimethyl-2-oxo-2,3-dihydro-1H-indole-5-carbaldehyde (936 mg, 4.0 mmol) in 50 mL of toluene was added (2S,3S)-2-Phenyl-piperidin-3-ylamine (1.0 g, 4.0 mmol) and 3 mL of methanol. The solution was heated to reflux with azeotropic water removal for 48 h. The solution was then concentrated and the residue was dissolved in CH2Cl2. Sodiumtriacetoxyborohydride (1.0 g, 4.7 mmol) was added and the mixture was stirred overnight. The mixture was then quenched with satd NaHCO3 and the la... Starting materials: C(C1=CC=CC=C1)ONC([C@@H](CO)N(S(=O)(=O)C1=C(C=C(C=C1C)OC)C)CC1=CC2=C(C=C1)OCO2)=O (N-benzyloxy-2(R)-[(3,4-methylenedioxybenzyl)-(4-methoxy-2,6-dimethylbenzenesulfonyl)amino]-3-hydroxypropionamide). The reagents and catalysts are [Pd] (Pd-C). Run in C(C)O.O1CCCC1 (ethanol tetrahydrofuran). Reaction conditions: time 45 minute. The product is ONC([C@@H](CO)N(S(=O)(=O)C1=C(C=C(C=C1C)OC)C)CC1=CC2=C(C=C1)OCO2)=O (N-hydroxy-2(R)-[(3,4-methylenedioxybenzyl)-(4-methoxy-2,6-dimethylbenzenesulfonyl)amino]-3-hydroxypropionamide). Isolated yield 97.6%. RXN SMILES: C([O:8][NH:9][C:10](=[O:38])[C@H:11]([N:14]([CH2:28][C:29]1[CH:34]=[CH:33][C:32]2[O:35][CH2:36][O:37][C:31]=2[CH:30]=1)[S:15]([C:18]1[C:23]([CH3:24])=[CH:22][C:21]([O:25][CH3:26])=[CH:20][C:19]=1[CH3:27])(=[O:17])=[O:16])[CH2:12][OH:13])C1C=CC=CC=1>[Pd].C(O)C.O1CCCC1>[OH:8][NH:9][C:10](=[O:38])[C@H:11]([N:14]([CH2:28][C:29]1[CH:34]=[CH:33][C:32]2[O:35][CH2:36][O:37][C:31]=2[CH:30]=1)[S:15]([C:18]1[C:23]([CH3:24])=[CH:22][C:21]([O:25][CH3:26])=[CH:20][C:19]=1[CH3:27])(=[O:17])=[O:16])[CH2:12][OH:13] |f:2.3|. Procedure: To a solution of N-benzyloxy-2(R)-[(3,4-methylenedioxybenzyl)-(4-methoxy-2,6-dimethylbenzenesulfonyl)amino]-3-hydroxypropionamide (3.0 g, 5.39 mmol) in argon deoxygenated 80% ethanol-tetrahydrofuran (160 mL) was added 10% Pd-C (1.3 g), and the resulting mixture was hydrogenated at atmospheric pressure for 45 min. The reaction mixture was degassed under argon and the slurry was filtered over Celite. The Celite cake was washed with ample 80% ethanol-methylene chloride and the filtrate was concentr... Run in C(C)O (ethanol). RXN SMILES: [CH2:1]([O:3][C:4]([CH2:6][N:7]1[CH2:18][CH2:17][NH:16][CH2:15][CH2:14][N:13]([CH2:19][C:20]([O:22][CH2:23][CH3:24])=[O:21])[CH2:12][CH2:11][N:10]([CH2:25][C:26]([O:28][CH2:29][CH3:30])=[O:27])[CH2:9][CH2:8]1)=[O:5])[CH3:2].[CH3:31][C:32]1([CH3:43])[O:36][CH2:35][CH:34]([CH2:37][NH:38][S:39]([CH3:42])(=[O:41])=[O:40])[O:33]1>C(O)C>[CH3:31][C:32]1([CH3:43])[O:36][CH2:35][CH:34]([CH2:37][N:38]([S:39]([CH3:42])(=[O:40])=[O:41])[CH2:31][CH:32]([OH:33])[CH2:43][N:16]2[CH2:15][CH2:14][N:13]([CH2:19][C:20]([O:22][CH2:23][CH3:24])=[O:21])[CH2:12][CH2:11][N:10]([CH2:25][C:26]([O:28][CH2:29][CH3:30])=[O:27])[CH2:9][CH2:8][N:7]([CH2:6][C:4]([O:3][CH2:1][CH3:2])=[O:5])[CH2:18][CH2:17]2)[O:33]1. Product: CC1(OC(CO1)CN(CC(CN1CCN(CCN(CCN(CC1)CC(=O)OCC)CC(=O)OCC)CC(=O)OCC)O)S(=O)(=O)C)C (1-{3-{N-[(3,3-Dimethyl-2,4-dioxa-cyclopentyl)-methyl]-mesylamino}-2-hydroxypropyl}-4,7,10-tris-(ethoxycarbonylmethyl)-1,4,7,10-tetraazacyclododecane). Procedure details: 200 ml of absolute ethanol is poured over 8.61 g (20 mmol) of N,N',N"-tris-(ethoxycarbonylmethyl)-1,4,7,10-tetraazacyclododecane (produced according to DE 36 25 417 A1) in a bomb tube. After 5.31 g (20 mmol) of N-[(3,3-dimethyl-2,4-dioxa-cyclopentyl)-methyl]-methanesulfonic acid amide is added (Example 21), the bomb tube is closed, flushed with nitrogen, and the resulting reaction mixture is heated for 16 hours to 90° C. After the reaction (TLC control) is completed, the solvent is evaporated in... Reactants: C(C)OC(=O)CN1CCN(CCN(CCNCC1)CC(=O)OCC)CC(=O)OCC (N,N',N"-tris-(ethoxycarbonylmethyl)-1,4,7,10-tetraazacyclododecane), CC1(OC(CO1)CNS(=O)(=O)C)C (N-[(3,3-dimethyl-2,4-dioxa-cyclopentyl)-methyl]-methanesulfonic acid amide). Yields the product CCOC(=O)CCCOc1ccccc1-c1ccc(C(F)(F)F)cc1CN(Cc1cc(C(F)(F)F)cc(C(F)(F)F)c1)c1ncc(N2CCOCC2)cn1. RXN SMILES: [Br:47][CH2:48][CH2:49][CH2:50][C:51](=[O:52])[O:53][CH2:54][CH3:55].[C:56](=[O:57])([O-:58])[O-:59].[CH3:63][N:64]([CH3:65])[CH:66]=[O:67].[CH3:68][CH2:69][O:70][C:71](=[O:72])[CH3:73].[F:1][C:2]([c:3]1[cH:4][c:5]([CH2:6][N:7]([c:8]2[n:9][cH:10][c:11]([N:14]3[CH2:15][CH2:16][O:17][CH2:18][CH2:19]3)[cH:12][n:13]2)[CH2:20][c:21]2[c:22](-[c:31]3[c:32]([OH:37])[cH:33][cH:34][cH:35][cH:36]3)[cH:23][cH:24][c:25]([C:27]([F:28])([F:29])[F:30])[cH:26]2)[cH:38][c:39]([C:41]([F:42])([F:43])[F:44])[cH:40]1)([F:45])[F:46].[K+:60].[K+:61].[OH2:62]>>[F:1][C:2]([c:3]1[cH:4][c:5]([CH2:6][N:7]([c:8]2[n:9][cH:10][c:11]([N:14]3[CH2:15][CH2:16][O:17][CH2:18][CH2:19]3)[cH:12][n:13]2)[CH2:20][c:21]2[c:22](-[c:31]3[c:32]([O:37][CH2:48][CH2:49][CH2:50][C:51](=[O:52])[O:53][CH2:54][CH3:55])[cH:33][cH:34][cH:35][cH:36]3)[cH:23][cH:24][c:25]([C:27]([F:28])([F:29])[F:30])[cH:26]2)[cH:38][c:39]([C:41]([F:42])([F:43])[F:44])[cH:40]1)([F:45])[F:46]. Reactants: CCOC(=O)CCCBr, O=C([O-])[O-], CN(C)C=O, CCOC(C)=O, Oc1ccccc1-c1ccc(C(F)(F)F)cc1CN(Cc1cc(C(F)(F)F)cc(C(F)(F)F)c1)c1ncc(N2CCOCC2)cn1, [K+], [K+], O.